Dataset: the Open Reaction Database (ORD), a public repository of structured organic reaction records. Task: describe an organic reaction: reactants, conditions, products, and yield The reactants are FC(C=1C=C(C(=O)N2[C@@H](CN(CC2)CCN2C[C@H](OCC2)COC)CC2=CC(=C(C=C2)C)OS(=O)(=O)C(F)(F)F)C=C(C1)C(F)(F)F)(F)F ((2R)-1-[3,5-bis(trifluoromethyl)benzoyl]-2-(4-methyl-3-trifluoromethanesulfonyloxybenzyl)-4-[2-[(2S)-2-(methoxymethyl)morpholino]ethyl]piperazine), C(C1=CC=CC=C1)(C1=CC=CC=C1)=N (benzophenone imine), C([O-])([O-])=O.[Cs+].[Cs+] (cesium carbonate), C1(=CC=CC=C1)P(C1=C(C2=CC=CC=C2C=C1)C1=C(C=CC2=CC=CC=C12)P(C1=CC=CC=C1)C1=CC=CC=C1)C1=CC=CC=C1 (2,2′-bis(diphenylphosphino)-1,1′-binaphthyl). Reagents/catalysts: C(C)(=O)[O-].[Pd+2].C(C)(=O)[O-] (palladium acetate). Run in C(C)(=O)OCC (ethyl acetate), O (water), C1(=CC=CC=C1)C (toluene). Reaction conditions: temperature 80 celsius, time 22 hour. The product is FC(C=1C=C(C(=O)N2[C@@H](CN(CC2)CCN2C[C@H](OCC2)COC)CC2=CC(=C(C=C2)C)N=C(C2=CC=CC=C2)C2=CC=CC=C2)C=C(C1)C(F)(F)F)(F)F ((2R)-1-[3,5-bis(trifluorometh yl)benzoyl]-2-[3-(diphenylmethyleneamino)-4-methylbenzyl]-4-[2-[(2S)-2-(methoxymethyl)morpholino]ethyl]piperazine). The yield is 72.0%. RXN SMILES: [F:1][C:2]([F:49])([F:48])[C:3]1[CH:4]=[C:5]([CH:41]=[C:42]([C:44]([F:47])([F:46])[F:45])[CH:43]=1)[C:6]([N:8]1[CH2:13][CH2:12][N:11]([CH2:14][CH2:15][N:16]2[CH2:21][CH2:20][O:19][C@H:18]([CH2:22][O:23][CH3:24])[CH2:17]2)[CH2:10][C@H:9]1[CH2:25][C:26]1[CH:31]=[CH:30][C:29]([CH3:32])=[C:28](OS(C(F)(F)F)(=O)=O)[CH:27]=1)=[O:7].[C:50](=[NH:63])([C:57]1[CH:62]=[CH:61][CH:60]=[CH:59][CH:58]=1)[C:51]1[CH:56]=[CH:55][CH:54]=[CH:53][CH:52]=1.C(=O)([O-])[O-].[Cs+].[Cs+].C1(P(C2C=CC=CC=2)C2C=CC3C(=CC=CC=3)C=2C2C3C(=CC=CC=3)C=CC=2P(C2C=CC=CC=2)C2C=CC=CC=2)C=CC=CC=1>C1(C)C=CC=CC=1.C([O-])(=O)C.[Pd+2].C([O-])(=O)C.C(OCC)(=O)C.O>[F:48][C:2]([F:1])([F:49])[C:3]1[CH:4]=[C:5]([CH:41]=[C:42]([C:44]([F:46])([F:45])[F:47])[CH:43]=1)[C:6]([N:8]1[CH2:13][CH2:12][N:11]([CH2:14][CH2:15][N:16]2[CH2:21][CH2:20][O:19][C@H:18]([CH2:22][O:23][CH3:24])[CH2:17]2)[CH2:10][C@H:9]1[CH2:25][C:26]1[CH:31]=[CH:30][C:29]([CH3:32])=[C:28]([N:63]=[C:50]([C:51]2[CH:56]=[CH:55][CH:54]=[CH:53][CH:52]=2)[C:57]2[CH:62]=[CH:61][CH:60]=[CH:59][CH:58]=2)[CH:27]=1)=[O:7] |f:2.3.4,7.8.9|. Procedure details: A mixture of (2R)-1-[3,5-bis(trifluoromethyl)benzoyl]-2-(4-methyl-3-trifluoromethanesulfonyloxybenzyl)-4-[2-[(2S)-2-(methoxymethyl)morpholino]ethyl]piperazine (0.10 g), benzophenone imine (30.5 mg), cesium carbonate (62 mg), palladium acetate (3 mg), and 2,2′-bis(diphenylphosphino)-1,1′-binaphthyl (12.7 mg) in toluene was stirred at 80° C. under nitrogen atmosphere for 22 hours. After cooling, water and ethyl acetate were added to the mixture and the organic layer was separated, washed with brin... Reactants: COC(=O)C1(CN=C2N1C=CC=C2)CC(=O)OC (Methyl 3-(methoxycarbonyl)imidazo[1,2-a]pyridine-3-acetate), Cl (HCl). The product is Cl.C(=O)(O)C1(CN=C2N1C=CC=C2)CC(=O)O (3-carboxyimidazo[1,2-a]pyridine-3-acetic acid, hydrochloride). The yield is 51.0%. RXN SMILES: C[O:2][C:3]([C:5]1([CH2:14][C:15]([O:17]C)=[O:16])[N:9]2[CH:10]=[CH:11][CH:12]=[CH:13][C:8]2=[N:7][CH2:6]1)=[O:4].[ClH:19]>>[ClH:19].[C:3]([C:5]1([CH2:14][C:15]([OH:17])=[O:16])[N:9]2[CH:10]=[CH:11][CH:12]=[CH:13][C:8]2=[N:7][CH2:6]1)([OH:4])=[O:2] |f:2.3|. Procedure: The imidazopyridine ester product of Example 2 (0.057 g, 0.23 mmol) was dissolved in 4N HCl (4 mL) and heated to reflux for 14 h. All solvent was removed in vacuo and the residue triturated with diethyl ether to yield clean title compound (0.021 g, 51%). Anal. Calcd for C11H8N2O4.1.1 HCl.0.9 H2O: C, 43.44; H, 3.97; N, 10.13; Cl, 14.10. Found: C, 43.32; H, 3.60; N, 10.18; Cl, 14.22. 1H NMR (300 MHz, DMSO): 4.5 (2H, s), 7.5 (1H, t, J=6.25 Hz), 7.95 (2H, m), 9 (1H, d, J=12.5 Hz). The reactants are FC1=C(C=C(C(=O)O)C=C1)OC (4-fluoro-3-methoxybenzoic acid), C(=O)(N1C=NC=C1)N1C=NC=C1 (carbonyldiimidazole), C1(CC1)CNCCN1CCC(CC1)OC1=CC(=C(C=C1)F)F (N-(Cyclopropyhnethyl)-N-{2-[4-(3,4-difluorophenoxy)-1-piperidinyl]ethyl}amine). Solvent: C1CCOC1 (THF), C1CCOC1 (THF). Conditions: time 2 hour. Yields the product C1(CC1)CN(C(C1=CC(=C(C=C1)F)OC)=O)CCN1CCC(CC1)OC1=CC(=C(C=C1)F)F (N-(Cyclopropylmethyl)-N-{2-[4-(3,4-difluorophenoxy)-1-piperidinyl]ethyl}-4-fluoro-3-methoxybenzamide). Isolated yield 4.9%. As a reaction SMILES: [F:1][C:2]1[CH:10]=[CH:9][C:5]([C:6]([OH:8])=O)=[CH:4][C:3]=1[O:11][CH3:12].C(N1C=CN=C1)(N1C=CN=C1)=O.[CH:25]1([CH2:28][NH:29][CH2:30][CH2:31][N:32]2[CH2:37][CH2:36][CH:35]([O:38][C:39]3[CH:44]=[CH:43][C:42]([F:45])=[C:41]([F:46])[CH:40]=3)[CH2:34][CH2:33]2)[CH2:27][CH2:26]1>C1COCC1>[CH:25]1([CH2:28][N:29]([CH2:30][CH2:31][N:32]2[CH2:33][CH2:34][CH:35]([O:38][C:39]3[CH:44]=[CH:43][C:42]([F:45])=[C:41]([F:46])[CH:40]=3)[CH2:36][CH2:37]2)[C:6](=[O:8])[C:5]2[CH:9]=[CH:10][C:2]([F:1])=[C:3]([O:11][CH3:12])[CH:4]=2)[CH2:27][CH2:26]1. Procedure details: To a solution of 4-fluoro-3-methoxybenzoic acid (0.082 g) in THF (1 ml) was added carbonyldiimidazole (0.078 g) and the resulting solution stirred at room temperature for 10 minutes before addition of the product of Step e (0.15 g) in THF (1.5 ml). The mixture was stirred for 2 hours and the solvent removed by evaporation to yield a colourless gum. Purification by reverse phase HPLC (with a gradient eluent system 25% MeCN/NH4OAc(aq) (0.1%) to 95% MeCN//NH4OAc(aq) (0.1%)) gave the title compound ... The reactants are CC(C)(C)OC(=O)N1CCC(Oc2ccc(C3(C#N)CCOCC3)cc2)CC1, ClCCl, O=C(O)C(F)(F)F. Product: N#CC1(c2ccc(OC3CCNCC3)cc2)CCOCC1. As a reaction SMILES: [C:1](#[N:2])[C:3]1([c:9]2[cH:10][cH:11][c:12]([O:13][CH:14]3[CH2:15][CH2:16][N:17]([C:20]([O:21][C:22]([CH3:23])([CH3:24])[CH3:25])=[O:26])[CH2:18][CH2:19]3)[cH:27][cH:28]2)[CH2:4][CH2:5][O:6][CH2:7][CH2:8]1.[Cl:36][CH2:37][Cl:38].[F:29][C:30]([F:31])([F:32])[C:33]([OH:34])=[O:35]>>[C:1](#[N:2])[C:3]1([c:9]2[cH:10][cH:11][c:12]([O:13][CH:14]3[CH2:15][CH2:16][NH:17][CH2:18][CH2:19]3)[cH:27][cH:28]2)[CH2:4][CH2:5][O:6][CH2:7][CH2:8]1. The reactants are C(C1=CC=CC=C1)N1CC(OCC1)CN1CCCC1 (4-Benzyl-2-(pyrrolidin-1-ylmethyl)morpholine), [H][H] (hydrogen). Reagents/catalysts: [OH-].[Pd+2].[OH-].[C] (palladium hydroxide carbon). Run in C(C)O (ethanol). The product is N1(CCCC1)CC1CNCCO1 (2-(pyrrolidin-1-ylmethyl)morpholine). The yield is 95.0%. Reaction SMILES: C([N:8]1[CH2:13][CH2:12][O:11][CH:10]([CH2:14][N:15]2[CH2:19][CH2:18][CH2:17][CH2:16]2)[CH2:9]1)C1C=CC=CC=1.[H][H]>C(O)C.[OH-].[Pd+2].[OH-].[C]>[N:15]1([CH2:14][CH:10]2[O:11][CH2:12][CH2:13][NH:8][CH2:9]2)[CH2:16][CH2:17][CH2:18][CH2:19]1 |f:3.4.5.6|. Reported procedure: 4-Benzyl-2-(pyrrolidin-1-ylmethyl)morpholine (450 mg, 1.73 mmol) prepared according to Process Step 1 was dissolved in ethanol (10 mL), and 20% palladium hydroxide-carbon (200 mg, 0.285 mmol) was suspended therein, followed by stirring under the hydrogen gas atmosphere for two days. Celite (registered trademark: 2.0 g) was suspended in the reaction mixture, the solid was separated by filtration, and the solvent was distilled off under reduced pressure from the filtrate. The residue was purified ... Starting materials: [N+](=O)([O-])C=1C=C(C(=O)C2=CC=CC=C2)C=CC1Cl (3-nitro-4-chloro-benzophenone), CNCCCCCCCC (N-methyl-N-octylamine), ice water. The solvent is C(C)O (ethanol). Yields the product [N+](=O)([O-])C=1C=C(C(=O)C2=CC=CC=C2)C=CC1N(CCCCCCCC)C (3-nitro-4-(N-methyl-N-octylamino)-benzophenone). As a reaction SMILES: [N+:1]([C:4]1[CH:5]=[C:6]([CH:15]=[CH:16][C:17]=1Cl)[C:7]([C:9]1[CH:14]=[CH:13][CH:12]=[CH:11][CH:10]=1)=[O:8])([O-:3])=[O:2].[CH3:19][NH:20][CH2:21][CH2:22][CH2:23][CH2:24][CH2:25][CH2:26][CH2:27][CH3:28]>C(O)C>[N+:1]([C:4]1[CH:5]=[C:6]([CH:15]=[CH:16][C:17]=1[N:20]([CH3:19])[CH2:21][CH2:22][CH2:23][CH2:24][CH2:25][CH2:26][CH2:27][CH3:28])[C:7]([C:9]1[CH:14]=[CH:13][CH:12]=[CH:11][CH:10]=1)=[O:8])([O-:3])=[O:2]. Procedure: A mixture of 9.23 g. of 3-nitro-4-chloro-benzophenone, 10 ml. of ethanol and 10.3 g. of N-methyl-N-octylamine is stirred at 80° to 85° C. for 30 minutes, and then the mixture is poured onto 100 ml. of ice water. The aqueous phase is extracted with 2×75 ml. of benzene. The benzene phases are combined, washed with distilled water until chloride-free, dried over anhydrous magnesium sulphate, filtered, and evaporated in vacuo. 11.57 g. of 3-nitro-4-(N-methyl-N-octylamino)-benzophenone are obtained i... The reactants are COC(C1=C(N=C(C=C1)F)F)=O (2,6-Difluoro-nicotinic acid methyl ester), FC(C1=CC=C(C=N1)CN)(F)F (C-(6-trifluoromethyl-pyridin-3-yl)-methylamine), O (water). Run in CN(C=O)C (N,N-dimethylformamide). Run at temperature -40 celsius. The product is COC(C1=C(N=C(C=C1)NCC=1C=NC(=CC1)C(F)(F)F)F)=O (2-fluoro-6-[(6-trifluoromethyl-pyridin-3-ylmethyl)-amino]-nicotinic acid methyl ester). As a reaction SMILES: [CH3:1][O:2][C:3](=[O:12])[C:4]1[CH:9]=[CH:8][C:7](F)=[N:6][C:5]=1[F:11].[F:13][C:14]([F:24])([F:23])[C:15]1[N:20]=[CH:19][C:18]([CH2:21][NH2:22])=[CH:17][CH:16]=1.O>CN(C)C=O>[CH3:1][O:2][C:3](=[O:12])[C:4]1[CH:9]=[CH:8][C:7]([NH:22][CH2:21][C:18]2[CH:19]=[N:20][C:15]([C:14]([F:24])([F:13])[F:23])=[CH:16][CH:17]=2)=[N:6][C:5]=1[F:11]. Procedure details: To 2,6-difluoro-nicotinic acid methyl ester (60, 1.82 g, 0.0105 mol, prepared as described in Example 22, Scheme 24, Step 2) in N,N-dimethylformamide (20.0 mL), under an atmosphere of nitrogen at −40° C., C-(6-trifluoromethyl-pyridin-3-yl)-methylamine (561, 1.00 g, 5.68 mmol) was added. The reaction was stirred at −40° C., then allowed to warm to room temperature for 2 hours. The reaction was poured into water and extracted with ethyl acetate. The organic layer was dried over anhydrous sodium su... Starting materials: C[C@H]1N(CCC1)C=1C(NC2=CC=C(C=C2N1)C(=O)OC)=O ((R)-methyl 3-(2-methylpyrrolidin-1-yl)-2-oxo-1,2-dihydroquinoxaline-6-carboxylate), N1=CC=CC=C1 (pyridine), O(S(=O)(=O)C(F)(F)F)S(=O)(=O)C(F)(F)F (Tf2O). Run in ClCCl (dichloromethane). Conditions: time 8 hour. The product is C[C@H]1N(CCC1)C=1C(=NC2=CC=C(C=C2N1)C(=O)OC)OS(=O)(=O)C(F)(F)F ((R)-methyl 3-(2-methylpyrrolidin-1-yl)-2-(trifluoromethylsulfonyloxy)quinoxaline-6-carboxylate). Reaction SMILES: [CH3:1][C@@H:2]1[CH2:6][CH2:5][CH2:4][N:3]1[C:7]1[C:8](=[O:21])[NH:9][C:10]2[C:15]([N:16]=1)=[CH:14][C:13]([C:17]([O:19][CH3:20])=[O:18])=[CH:12][CH:11]=2.N1C=CC=CC=1.[O:28](S(C(F)(F)F)(=O)=O)[S:29]([C:32]([F:35])([F:34])[F:33])(=O)=[O:30]>ClCCl>[CH3:1][C@@H:2]1[CH2:6][CH2:5][CH2:4][N:3]1[C:7]1[C:8]([O:21][S:29]([C:32]([F:35])([F:34])[F:33])(=[O:30])=[O:28])=[N:9][C:10]2[C:15]([N:16]=1)=[CH:14][C:13]([C:17]([O:19][CH3:20])=[O:18])=[CH:12][CH:11]=2. Procedure details: To a solution of (R)-methyl 3-(2-methylpyrrolidin-1-yl)-2-oxo-1,2-dihydroquinoxaline-6-carboxylate (200 mg, 0.70 mmol) in dichloromethane (30 mL) was added pyridine (221 mg, 2.79 mmol) and then Tf2O (395 mg, 1.40 mmol) dropwise with stirring at 0° C. The resulting solution was stirred overnight at room temperature, then quenched by the addition of ice-water (50 mL), extracted with dichloromethane (3×20 mL), dried over anhydrous sodium sulfate and concentrated under vacuum to afford (R)-methyl 3-... The reactants are CC#N, N#CC(N)c1cccc(Cl)c1, [Na+], O=C([O-])O, O=P(Cl)(Cl)Cl, O=C(O)c1cccn2cc(-c3ccccc3)nc12. The product is N#CC(NC(=O)c1cccn2cc(-c3ccccc3)nc12)c1cccc(Cl)c1. Reaction SMILES: [CH3:40][C:41]#[N:42].[Cl:19][c:20]1[cH:21][c:22]([CH:26]([C:27]#[N:28])[NH2:29])[cH:23][cH:24][cH:25]1.[Na+:34].[O-:30][C:31]([OH:32])=[O:33].[P:35]([Cl:36])([Cl:37])([Cl:38])=[O:39].[c:1]1(-[c:7]2[n:8][c:9]3[n:10]([cH:11][cH:12][cH:13][c:14]3[C:15](=[O:16])[OH:17])[cH:18]2)[cH:2][cH:3][cH:4][cH:5][cH:6]1>>[c:1]1(-[c:7]2[n:8][c:9]3[n:10]([cH:11][cH:12][cH:13][c:14]3[C:15](=[O:17])[NH:29][CH:26]([c:22]3[cH:21][c:20]([Cl:19])[cH:25][cH:24][cH:23]3)[C:27]#[N:28])[cH:18]2)[cH:2][cH:3][cH:4][cH:5][cH:6]1. Reactants: CCOC(=O)c1cncc2c(COc3cccc(N)c3)csc12, C1CCOC1, CCN(C(C)C)C(C)C, O=C(Cl)c1ccc(F)cc1. The product is CCOC(=O)c1cncc2c(COc3cccc(NC(=O)c4ccc(F)cc4)c3)csc12. RXN SMILES: [CH2:1]([CH3:2])[O:3][C:4](=[O:5])[c:6]1[c:7]2[c:8]([cH:9][n:10][cH:11]1)[c:12]([CH2:15][O:16][c:17]1[cH:18][c:19]([NH2:23])[cH:20][cH:21][cH:22]1)[cH:13][s:14]2.[CH2:43]1[O:44][CH2:45][CH2:46][CH2:47]1.[CH:24]([N:25]([CH:26]([CH3:27])[CH3:28])[CH2:29][CH3:30])([CH3:31])[CH3:32].[F:33][c:34]1[cH:35][cH:36][c:37]([C:38](=[O:39])[Cl:40])[cH:41][cH:42]1>>[CH2:1]([CH3:2])[O:3][C:4](=[O:5])[c:6]1[c:7]2[c:8]([cH:9][n:10][cH:11]1)[c:12]([CH2:15][O:16][c:17]1[cH:18][c:19]([NH:23][C:38]([c:37]3[cH:36][cH:35][c:34]([F:33])[cH:42][cH:41]3)=[O:39])[cH:20][cH:21][cH:22]1)[cH:13][s:14]2.